Dataset: the Open Reaction Database (ORD), a public repository of structured organic reaction records. Task: describe an organic reaction: reactants, conditions, products, and yield Reactants: CO, COc1cc[n+]([O-])cc1C. Yields the product COc1ccncc1C. Reaction SMILES: [CH3:11][OH:12].[CH3:1][c:2]1[cH:3][n+:4]([O-:10])[cH:5][cH:6][c:7]1[O:8][CH3:9]>>[CH3:1][c:2]1[cH:3][n:4][cH:5][cH:6][c:7]1[O:8][CH3:9]. Reactants: C([O-])(O)=O.[Na+] (sodium bicarbonate), Cl.COC1=CC=C(C=C1)NN (4-methoxyphenyl hydrazine hydrochloride), CCCC(CCC)=O (4-heptanone), S(O)(O)(=O)=O (sulfuric acid). Solvent: C(C)O (ethanol). Run at temperature 10 celsius, time 3 hour. Yields the product C(C)C1=C(NC2=CC=C(C=C12)OC)CCC (3-ethyl-5-methoxy-2-propylindole). Yield: 87.2%. As a reaction SMILES: Cl.[CH3:2][O:3][C:4]1[CH:9]=[CH:8][C:7]([NH:10]N)=[CH:6][CH:5]=1.[CH3:12][CH2:13][CH2:14][C:15](=O)[CH2:16][CH2:17][CH3:18].S(=O)(=O)(O)O.C(=O)(O)[O-].[Na+]>C(O)C>[CH2:13]([C:14]1[C:8]2[C:7](=[CH:6][CH:5]=[C:4]([O:3][CH3:2])[CH:9]=2)[NH:10][C:15]=1[CH2:16][CH2:17][CH3:18])[CH3:12] |f:0.1,4.5|. Procedure details: A mixture of 4-methoxyphenyl hydrazine hydrochloride (3.0 g), 4-heptanone (1.94 g), and sulfuric acid (1.3 ml) in ethanol (10 ml) was stirred at 10° C. for 3 hours. The cooled mixture was poured into aqueous sodium bicarbonate solution, such that the pH was adjusted to 9. The solution was extracted with ethyl acetate, the organic layer separated, washed with water, dried over magnesium sulfate, and concentrated in vacuo. The crude product was chromatographed on silica gel using 25%-ethyl acetate... The reactants are BrCC1=C(C(=O)O)C=CC=C1 (2-(bromomethyl)benzoic acid), C(C(Cl)(Cl)Cl)O (β-trichloroethanol), O (Water). The reagents and catalysts are CN(C)C=1C=CN=CC1 (DMAP). The solvent is C(Cl)Cl (DCM). Conditions: temperature 0 celsius, time 0.5 hour. Product: ClC(COC(C1=C(C=CC=C1)CBr)=O)(Cl)Cl (2-Bromomethyl-benzoic acid 2,2,2-trichloro-ethyl ester). Isolated yield 49.7%. Reaction SMILES: [Br:1][CH2:2][C:3]1[CH:11]=[CH:10][CH:9]=[CH:8][C:4]=1[C:5]([OH:7])=[O:6].[CH2:12](O)[C:13]([Cl:16])([Cl:15])[Cl:14].O>CN(C1C=CN=CC=1)C.C(Cl)Cl>[Cl:14][C:13]([Cl:16])([Cl:15])[CH2:12][O:6][C:5](=[O:7])[C:4]1[CH:8]=[CH:9][CH:10]=[CH:11][C:3]=1[CH2:2][Br:1]. Procedure: To a suspension of 2-(bromomethyl)benzoic acid (1.0 g, 4.65 mmol), β-trichloroethanol (0.54 mL, 5.58 mmol) and DMAP (0.057 g, 0.465 mmol) in DCM (20 mL) was added EDCxHCl (1.34 g, 6.98 mmol) at 0° C. The solution was stirred at 0° C. for 0.5 h and thereafter allowed to reach rt and stirred overnight. Water was added and the phases were separated through a phase separator. The organic portion was concentrated and the crude was submitted to flash chromatography using heptane and EtOAc (90/10) as e... RXN SMILES: [C:1](=[O:2])([OH:3])[c:4]1[cH:5][n:6][cH:7][c:8]2[cH:9][cH:10][cH:11][cH:12][c:13]12.[CH3:16][C:17](=[O:18])[OH:19].[OH:14][OH:15]>>[C:1](=[O:2])([OH:3])[c:4]1[cH:5][n+:6]([O-:14])[cH:7][c:8]2[cH:9][cH:10][cH:11][cH:12][c:13]12. Starting materials: O=C(O)c1cncc2ccccc12, CC(=O)O, OO. Product: O=C(O)c1c[n+]([O-])cc2ccccc12. The reactants are C1CCOC1, COC(=O)c1ccc2c(c1)Oc1ccccc1N2C1CC2CCC(C1)N2C, [Na+], [OH-]. Yields the product CN1C2CCC1CC(N1c3ccccc3Oc3cc(C(=O)O)ccc31)C2. RXN SMILES: [CH2:30]1[O:31][CH2:32][CH2:33][CH2:34]1.[CH3:1][O:2][C:3](=[O:4])[c:5]1[cH:6][cH:7][c:8]2[c:17]([cH:18]1)[O:16][c:15]1[c:10]([cH:11][cH:12][cH:13][cH:14]1)[N:9]2[CH:19]1[CH2:20][CH:21]2[CH2:22][CH2:23][CH:24]([CH2:25]1)[N:26]2[CH3:27].[Na+:29].[OH-:28]>>[O:2]=[C:3]([OH:4])[c:5]1[cH:6][cH:7][c:8]2[c:17]([cH:18]1)[O:16][c:15]1[c:10]([cH:11][cH:12][cH:13][cH:14]1)[N:9]2[CH:19]1[CH2:20][CH:21]2[CH2:22][CH2:23][CH:24]([CH2:25]1)[N:26]2[CH3:27]. Procedure details: In a mixture of 9.66 g of sodium hydroxide, 14.6 ml of water, and 122 of methanol was dissolved 36.3 g of 2,5-dimercapto-1,3,4-thiadiazole. After cooling the mixture, a solution of 24.1 ml of ethyl bromoacetate and 24 ml of methanol was added to the mixture below 10° C. The resultant mixture was stirred for 3 hours at room temperature and cooled below 10° C. 43.5 ml of water and 400 ml of 50% methanol were successively added to the reaction mixture, whereby crystals precipitated, and the mixture... Product: SC1=NN=C(S1)SCC(=O)OCC (ethyl [(5-mercapto-1,3,4-thiadiazol-2-yl)thio]acetate). Reaction conditions: time 8 hour. As a reaction SMILES: O.CO.[SH:4][C:5]1[S:6][C:7]([SH:10])=[N:8][N:9]=1.Br[CH2:12][C:13]([O:15][CH2:16][CH3:17])=[O:14]>[OH-].[Na+]>[SH:10][C:7]1[S:6][C:5]([S:4][CH2:12][C:13]([O:15][CH2:16][CH3:17])=[O:14])=[N:9][N:8]=1 |f:4.5|. Solvent: [OH-].[Na+] (sodium hydroxide). Reactants: O (water), CO (methanol), O (water), CO (methanol), BrCC(=O)OCC (ethyl bromoacetate), CO (methanol), SC=1SC(=NN1)S (2,5-dimercapto-1,3,4-thiadiazole), resultant mixture. Product: CCc1noc(NC(C)=O)c1Cl. Reaction SMILES: [CH2:1]([CH3:2])[c:3]1[n:4][o:5][c:6]([NH:8][C:9]([CH3:10])=[O:11])[cH:7]1.[CH3:19][C:20](=[O:21])[OH:22].[Cl:12][C:13]([Cl:14])([Cl:15])[Cl:16].[Cl:17].[OH2:18]>>[CH2:1]([CH3:2])[c:3]1[n:4][o:5][c:6]([NH:8][C:9]([CH3:10])=[O:11])[c:7]1[Cl:12]. The reactants are CCc1cc(NC(C)=O)on1, CC(=O)O, ClC(Cl)(Cl)Cl, Cl, O.